Dataset: the Open Reaction Database (ORD), a public repository of structured organic reaction records. Task: describe an organic reaction: reactants, conditions, products, and yield Starting materials: CN1CCN(c2ccc(C(=O)O)cc2)CC1, CCN=C=NCCCN(C)C, CCN(C(C)C)C(C)C, Cl, Cl, NCC(=O)N1CCN(C(=O)c2cc(F)ccc2C(F)(F)F)CC1, CN(C)C=O, O, On1nnc2ccccc21. The product is CN1CCN(c2ccc(C(=O)NCC(=O)N3CCN(C(=O)c4cc(F)ccc4C(F)(F)F)CC3)cc2)CC1. Reaction SMILES: [CH3:11][N:12]1[CH2:13][CH2:14][N:15]([c:18]2[cH:19][cH:20][c:21]([C:22](=[O:23])[OH:24])[cH:25][cH:26]2)[CH2:16][CH2:17]1.[CH3:37][CH2:38][N:39]=[C:40]=[N:41][CH2:42][CH2:43][CH2:44][N:45]([CH3:46])[CH3:47].[CH:1]([N:2]([CH2:3][CH3:4])[CH:5]([CH3:6])[CH3:7])([CH3:8])[CH3:9].[ClH:10].[ClH:48].[NH2:49][CH2:50][C:51](=[O:52])[N:53]1[CH2:54][CH2:55][N:56]([C:59]([c:60]2[c:61]([C:67]([F:68])([F:69])[F:70])[cH:62][cH:63][c:64]([F:66])[cH:65]2)=[O:71])[CH2:57][CH2:58]1.[O:72]=[CH:73][N:74]([CH3:75])[CH3:76].[OH2:77].[OH:27][n:28]1[c:29]2[c:30]([cH:31][cH:32][cH:33][cH:34]2)[n:35][n:36]1>>[CH3:11][N:12]1[CH2:13][CH2:14][N:15]([c:18]2[cH:19][cH:20][c:21]([C:22](=[O:24])[NH:49][CH2:50][C:51](=[O:52])[N:53]3[CH2:54][CH2:55][N:56]([C:59]([c:60]4[c:61]([C:67]([F:68])([F:69])[F:70])[cH:62][cH:63][c:64]([F:66])[cH:65]4)=[O:71])[CH2:57][CH2:58]3)[cH:25][cH:26]2)[CH2:16][CH2:17]1. The reactants are NCCC[Si](OC)(OC)OC (3-aminopropyltrimethoxysilane), C(\C=C/C(=O)OCC)(=O)OCC (diethyl maleate). Conditions: time 2 hour. Product: CO[Si](CCCNC(C(=O)OCC)CC(=O)OCC)(OC)OC (Diethyl N-(3-trimethoxysilylpropyl)aminosuccinate). As a reaction SMILES: [NH2:1][CH2:2][CH2:3][CH2:4][Si:5]([O:10][CH3:11])([O:8][CH3:9])[O:6][CH3:7].[C:12]([O:21][CH2:22][CH3:23])(=[O:20])/[CH:13]=[CH:14]\[C:15]([O:17][CH2:18][CH3:19])=[O:16]>>[CH3:9][O:8][Si:5]([O:10][CH3:11])([O:6][CH3:7])[CH2:4][CH2:3][CH2:2][NH:1][CH:13]([CH2:14][C:15]([O:17][CH2:18][CH3:19])=[O:16])[C:12]([O:21][CH2:22][CH3:23])=[O:20]. Reported procedure: Diethyl N-(3-trimethoxysilylpropyl)aminosuccinate was prepared as follows: 51.0 g of 3-aminopropyltrimethoxysilane (Silquest®A-1110, Momentive Performance Materials Inc., USA) were introduced as an initial charge. With thorough stirring, 49.0 g of diethyl maleate (Fluka Chemie GmbH, Switzerland) were added slowly at room temperature and the mixture was stirred at room temperature for 2 hours. The reactants are CN(C1=C(C=CC(=C1)[N+](=O)[O-])C=1NC=2C(=NC=CC2)N1)C (2-(2'-dimethylamino-4'-nitrophenyl)-imidazo[4,5-b]pyridine), Cl (hydrochloric acid), [H][H] (hydrogen). Yields the product Cl.Cl.CN(C1=C(C=CC(=C1)N)C=1NC=2C(=NC=CC2)N1)C (2-(2'-Dimethylamino-4'-amino-phenyl)-imidazo[4,5-b]pyridine dihydrochloride). As a reaction SMILES: [CH3:1][N:2]([CH3:21])[C:3]1[CH:8]=[C:7]([N+:9]([O-])=O)[CH:6]=[CH:5][C:4]=1[C:12]1[NH:13][C:14]2[C:15]([N:20]=1)=[N:16][CH:17]=[CH:18][CH:19]=2.[ClH:22].[H][H]>CO.[Pd]>[ClH:22].[ClH:22].[CH3:1][N:2]([CH3:21])[C:3]1[CH:8]=[C:7]([NH2:9])[CH:6]=[CH:5][C:4]=1[C:12]1[NH:13][C:14]2[C:15]([N:20]=1)=[N:16][CH:17]=[CH:18][CH:19]=2 |f:5.6.7|. Reported procedure: An amount of 2.83 gm of 2-(2'-dimethylamino-4'-nitrophenyl)-imidazo[4,5-b]pyridine was hydrogenated in a mixture of 100 ml of methanol, 10 ml of concentrated methanolic hydrochloric acid, and 1 gm of palladium/charcoal for 4.5 hours at ambient temperature with hydrogen gas at 5 bar. The catalyst was then removed by filtration, the filtrate was concentrated by evaporation, and the residue was triturated with acetone to form crystals, filtered, and then washed with a mixture of ether and acetone. Reagents/catalysts: [Pd] (palladium/charcoal). The solvent is CO (methanol). The reactants are C(CCC)C1=CC=C(C=C1)C#CC1=CC=C(CN(C(CCC2CCCC2)=O)C=2C=CC3=C(OC(OC3=O)(C)C)C2)C=C1 (N-{4-[(4-butylphenyl)ethynyl]benzyl}-3-cyclopentyl-N-(2,2-dimethyl-4-oxo-4H-1,3-benzodioxin-7-yl)propanamide), [OH-].[Na+] (NaOH). Yields the product C(CCC)C1=CC=C(C=C1)C#CC1=CC=C(CN(C2=CC(=C(C(=O)O)C=C2)O)C(CCC2CCCC2)=O)C=C1 (4-[{4-[(4-butylphenyl)ethynyl]benzyl}(3-cyclopentylpropanoyl)amino]-2-hydroxybenzoic acid). RXN SMILES: [CH2:1]([C:5]1[CH:10]=[CH:9][C:8]([C:11]#[C:12][C:13]2[CH:42]=[CH:41][C:16]([CH2:17][N:18]([C:28]3[CH:29]=[CH:30][C:31]4[C:36](=[O:37])[O:35]C(C)(C)[O:33][C:32]=4[CH:40]=3)[C:19](=[O:27])[CH2:20][CH2:21][CH:22]3[CH2:26][CH2:25][CH2:24][CH2:23]3)=[CH:15][CH:14]=2)=[CH:7][CH:6]=1)[CH2:2][CH2:3][CH3:4].[OH-].[Na+]>>[CH2:1]([C:5]1[CH:6]=[CH:7][C:8]([C:11]#[C:12][C:13]2[CH:42]=[CH:41][C:16]([CH2:17][N:18]([C:19](=[O:27])[CH2:20][CH2:21][CH:22]3[CH2:23][CH2:24][CH2:25][CH2:26]3)[C:28]3[CH:29]=[CH:30][C:31]([C:36]([OH:37])=[O:35])=[C:32]([OH:33])[CH:40]=3)=[CH:15][CH:14]=2)=[CH:9][CH:10]=1)[CH2:2][CH2:3][CH3:4] |f:1.2|. Reported procedure: The titled compound was prepared following the procedure C using N-{4-[(4-butylphenyl)ethynyl]benzyl}-3-cyclopentyl-N-(2,2-dimethyl-4-oxo-4H-1,3-benzodioxin-7-yl)propanamide and NaOH as a yellow powder (74%). 1H NMR (DMSO-d6, 300 MHz) δ 7.76 (d, J=8.3 Hz, 1H), 7.45 (m, 4H), 7.23 (m, 4H) 6.84 (m, 1H), 6.77 (m, 1H), 4.92 (s, 2H), 2.60 (t, J=7.6 Hz, 2H), 2.20 (t, J=7.3 Hz, 2H), 1.70-1.21 (m, 13H), 1.00-0.84 (m, 5H). HPLC, Rt: 5.84 min (Purity: 100%). The reactants are C(O)([O-])=O.[Na+] (sodium hydrogencarbonate), C(=O)C1CN=C(S1)C=1NC2=C(C=CC=C2C1)N(S(=O)(=O)C=1SC=CC1)C (N-[2-(5-formyl-4,5-dihydro-1,3-thiazol-2-yl)-1H-indol-7-yl]-N-methylthiophene-2-sulfonamide), N1CCS(CC1)(=O)=O (thiomorpholine 1,1-dioxide), C(C)(=O)O[BH-](OC(C)=O)OC(C)=O.[Na+] (sodium triacetoxyborohydride). Solvent: O1CCCC1 (tetrahydrofuran). Conditions: time 10 minute. Product: O=S1(CCN(CC1)CC1CN=C(S1)C=1NC2=C(C=CC=C2C1)N(S(=O)(=O)C=1SC=CC1)C)=O (N-(2-{5-[(1,1-dioxidothiomorpholino)methyl]-4,5-dihydro-1,3-thiazol-2-yl}-1H-indol-7-yl)-N-methylthiophene-2-sulfonamide). Yield: 19.7%. Reaction SMILES: [CH:1]([CH:3]1[S:7][C:6]([C:8]2[NH:9][C:10]3[C:15]([CH:16]=2)=[CH:14][CH:13]=[CH:12][C:11]=3[N:17]([CH3:26])[S:18]([C:21]2[S:22][CH:23]=[CH:24][CH:25]=2)(=[O:20])=[O:19])=[N:5][CH2:4]1)=O.[NH:27]1[CH2:32][CH2:31][S:30](=[O:34])(=[O:33])[CH2:29][CH2:28]1.C(O[BH-](OC(=O)C)OC(=O)C)(=O)C.[Na+].C(=O)([O-])O.[Na+]>O1CCCC1>[O:33]=[S:30]1(=[O:34])[CH2:31][CH2:32][N:27]([CH2:1][CH:3]2[S:7][C:6]([C:8]3[NH:9][C:10]4[C:15]([CH:16]=3)=[CH:14][CH:13]=[CH:12][C:11]=4[N:17]([CH3:26])[S:18]([C:21]3[S:22][CH:23]=[CH:24][CH:25]=3)(=[O:20])=[O:19])=[N:5][CH2:4]2)[CH2:28][CH2:29]1 |f:2.3,4.5|. Procedure details: To a mixture of N-[2-(5-formyl-4,5-dihydro-1,3-thiazol-2-yl)-1H-indol-7-yl]-N-methylthiophene-2-sulfonamide (550 mg), thiomorpholine 1,1-dioxide (270 mg) and tetrahydrofuran (15 mL) was added sodium triacetoxyborohydride (420 mg) at room temperature, and the mixture was stirred for 10 min. Saturated aqueous sodium hydrogencarbonate solution was added to the reaction mixture, and the mixture was extracted with ethyl acetate. The ethyl acetate layer was washed with saturated brine, dried (MgSO4), ... Starting materials: N1=CC(=CC=C1)CCCC(C)=O (5-(3-pyridinyl)-2-pentanone), CS(=O)C (dimethylsulfoxide), [H-].[Na+] (sodium hydride), CS(=O)C (dimethylsulfoxide), [H][H] (hydrogen), Cl (hydrochloric acid). The reagents and catalysts are [Br-].C[P+](C1=CC=CC=C1)(C1=CC=CC=C1)C1=CC=CC=C1 (methyltriphenylphosphonium bromide). Solvent: CCCCCC (hexane). Conditions: time 8 hour. Product: CC(CCCC=1C=NC=CC1)=C (3-(4-methyl-4-pentenyl)pyridine). As a reaction SMILES: [H-].[Na+].[H][H].[N:5]1[CH:10]=[CH:9][CH:8]=[C:7]([CH2:11][CH2:12][CH2:13][C:14](=O)[CH3:15])[CH:6]=1.Cl.[CH3:18]S(C)=O>[Br-].C[P+](C1C=CC=CC=1)(C1C=CC=CC=1)C1C=CC=CC=1.CCCCCC>[CH3:18][C:14](=[CH2:15])[CH2:13][CH2:12][CH2:11][C:7]1[CH:6]=[N:5][CH:10]=[CH:9][CH:8]=1 |f:0.1,6.7|. Procedure: A suspension of 7.0 g of sodium hydride (60% dispersion in oil) in 75 mL of dry dimethylsulfoxide was stirred at 75° C. under argon for 45 minutes, at which time the evolution of hydrogen had ceased. After the solution was cooled, 61 g of methyltriphenylphosphonium bromide was added and the mixture was stirred at room temperature for 30 minutes before the addition of 25 g of 5-(3-pyridinyl)-2-pentanone in 125 mL of dimethylsulfoxide. The reaction was then stirred at room temperature overnight. A... The reactants are N(=NC(=O)OC(C)C)C(=O)OC(C)C (diisopropyl azodicarboxylate), FC1=CC=C(C=C1)O (4-fluorophenol), C1(=CC=CC=C1)C(CCN1CCN(CC1)C1=CC=CC=C1)O (1-Phenyl-3-(4-phenyl-piperazin-1-yl)-propan-1-ol), C1(=CC=CC=C1)P(C1=CC=CC=C1)C1=CC=CC=C1 (triphenylphosphine), C1=CC=C(C=C1)P(C2=CC=CC=C2)C3=CC=CC=C3 (PPh3). The solvent is C1CCOC1 (THF). Conditions: time 48 hour. Product: FC1=CC=C(OC(CCN2CCN(CC2)C2=CC=CC=C2)C2=CC=CC=C2)C=C1 (1-[3-(4-Fluoro-phenoxy)-3-phenyl-propyl]-4-phenyl-piperazine). Isolated yield 28.9%. Reaction SMILES: [F:1][C:2]1[CH:7]=[CH:6][C:5]([OH:8])=[CH:4][CH:3]=1.[C:9]1([CH:15](O)[CH2:16][CH2:17][N:18]2[CH2:23][CH2:22][N:21]([C:24]3[CH:29]=[CH:28][CH:27]=[CH:26][CH:25]=3)[CH2:20][CH2:19]2)[CH:14]=[CH:13][CH:12]=[CH:11][CH:10]=1.C1(P(C2C=CC=CC=2)C2C=CC=CC=2)C=CC=CC=1.N(C(OC(C)C)=O)=NC(OC(C)C)=O>C1COCC1>[F:1][C:2]1[CH:7]=[CH:6][C:5]([O:8][CH:15]([C:9]2[CH:14]=[CH:13][CH:12]=[CH:11][CH:10]=2)[CH2:16][CH2:17][N:18]2[CH2:23][CH2:22][N:21]([C:24]3[CH:29]=[CH:28][CH:27]=[CH:26][CH:25]=3)[CH2:20][CH2:19]2)=[CH:4][CH:3]=1. Procedure details: In a stirring solution of THF (10 mL) under N2, 2 equivalents of 4-fluorophenol (1.40 g, 12.4 mmol) was added to a solution of 1-Phenyl-3-(4-phenyl-piperazin-1-yl)-propan-1-ol (20) (1.84 g, 6.22 mmol) and allowed to dissolve. 1.5 equivalents of triphenylphosphine, PPh3, (2.49 g, 9.32 mmol) was then added and dissolved. After the reaction was allowed to equilibrate at a temperature between 10-15° C., 1.5 equivalents of diisopropyl azodicarboxylate, DLAD, (1.85 mL, 9.32 mmol) was added dropwise. T... Starting materials: C(C)(C)NC(C)C (diisopropylamine), C(CCC)[Li] (n-butyllithium), [Cl-].[NH4+] (ammonium chloride), ClC1=C(C(=O)OC(C)(C)C)C=CC(=C1)Cl (tert-butyl 2,4-dichlorobenzoate), C(=O)C1=NC=CC=C1 (2-formylpyridine). Run in O1CCCC1 (tetrahydrofuran), CCCCCC (hexane), O1CCCC1 (tetrahydrofuran), O1CCCCC1 (tetrahydropyran). Conditions: time 1.5 hour. The product is ClC1=C(C(=O)OC(C)(C)C)C=CC(=C1C(O)C1=NC=CC=C1)Cl (tert-Butyl 2,4-dichloro-3-((2-pyridyl)(hydroxymethyl))benzoate). RXN SMILES: C(NC(C)C)(C)C.C([Li])CCC.[Cl:13][C:14]1[CH:26]=[C:25]([Cl:27])[CH:24]=[CH:23][C:15]=1[C:16]([O:18][C:19]([CH3:22])([CH3:21])[CH3:20])=[O:17].[CH:28]([C:30]1[CH:35]=[CH:34][CH:33]=[CH:32][N:31]=1)=[O:29].[Cl-].[NH4+]>O1CCCC1.CCCCCC.O1CCCCC1>[Cl:13][C:14]1[C:26]([CH:28]([C:30]2[CH:35]=[CH:34][CH:33]=[CH:32][N:31]=2)[OH:29])=[C:25]([Cl:27])[CH:24]=[CH:23][C:15]=1[C:16]([O:18][C:19]([CH3:22])([CH3:21])[CH3:20])=[O:17] |f:4.5|. Procedure: At -20° C., 4.0 g (39.6 mmol) of diisopropylamine in 120 ml of tetrahydrofuran are stirred for 40 minutes with 25.0 ml (40.0 mmol) of a 1.6 M n-butyllithium solution in hexane. At -75° C., a solution of 10.0 g (40.5 mmol) of tert-butyl 2,4-dichlorobenzoate in 30 ml of tetrahydrofuran is added dropwise, and the mixture is stirred for 1.5 h. A solution of 4.3 g (40.5 mmol) of 2-formylpyridine in 20 ml of tetrahydropyran is added dropwise and the mixture is stirred at room temperature for 2.5 h. Th... The reactants are CCCCO, CC(=O)[O-], CCOCC, CNc1cc(Cl)ncn1, OB(O)c1cccnc1F, [K+]. Product: CNc1cc(-c2cccnc2F)ncn1. RXN SMILES: [CH2:25]([OH:26])[CH2:27][CH2:28][CH3:29].[CH3:21][C:22](=[O:23])[O-:24].[CH3:30][CH2:31][O:32][CH2:33][CH3:34].[Cl:1][c:2]1[cH:3][c:4]([NH:8][CH3:9])[n:5][cH:6][n:7]1.[F:10][c:11]1[n:12][cH:13][cH:14][cH:15][c:16]1[B:17]([OH:18])[OH:19].[K+:20]>>[c:2]1(-[c:16]2[c:11]([F:10])[n:12][cH:13][cH:14][cH:15]2)[cH:3][c:4]([NH:8][CH3:9])[n:5][cH:6][n:7]1. The reactants are COC(=O)c1ccoc1CBr, CCCC[N+](CCCC)(CCCC)CCCC, [F-], CC(C)[Si](Oc1ccccc1C1SC(c2ccc(F)cc2)=NN1C(=O)c1c(F)cc(F)cc1F)(C(C)C)C(C)C, COc1cccc(C2SC(c3ccc(F)cc3)=NN2C(=O)c2c(F)cc(F)cc2F)c1O[Si](C(C)C)(C(C)C)C(C)C. Product: COC(=O)c1ccoc1COc1ccccc1C1SC(c2ccc(F)cc2)=NN1C(=O)c1c(F)cc(F)cc1F. As a reaction SMILES: [Br:101][CH2:102][c:103]1[o:104][cH:105][cH:106][c:107]1[C:108](=[O:109])[O:110][CH3:111].[CH3:84][CH2:85][CH2:86][CH2:87][N+:88]([CH2:89][CH2:90][CH2:91][CH3:92])([CH2:93][CH2:94][CH2:95][CH3:96])[CH2:97][CH2:98][CH2:99][CH3:100].[F-:83].[F:1][c:2]1[cH:3][cH:4][c:5]([C:8]2=[N:9][N:10]([C:30](=[O:31])[c:32]3[c:33]([F:40])[cH:34][c:35]([F:39])[cH:36][c:37]3[F:38])[CH:11]([c:13]3[c:14]([O:19][Si:20]([CH:21]([CH3:22])[CH3:23])([CH:24]([CH3:25])[CH3:26])[CH:27]([CH3:28])[CH3:29])[cH:15][cH:16][cH:17][cH:18]3)[S:12]2)[cH:6][cH:7]1.[F:41][c:42]1[cH:43][cH:44][c:45]([C:46]2=[N:80][N:68]([C:69]([c:70]3[c:71]([F:72])[cH:73][c:74]([F:75])[cH:76][c:77]3[F:78])=[O:79])[CH:48]([c:49]3[cH:50][cH:51][cH:52][c:53]([O:54][CH3:55])[c:56]3[O:57][Si:58]([CH:59]([CH3:60])[CH3:61])([CH:62]([CH3:63])[CH3:64])[CH:65]([CH3:66])[CH3:67])[S:47]2)[cH:81][cH:82]1>>[F:1][c:2]1[cH:3][cH:4][c:5]([C:8]2=[N:9][N:10]([C:30](=[O:31])[c:32]3[c:33]([F:40])[cH:34][c:35]([F:39])[cH:36][c:37]3[F:38])[CH:11]([c:13]3[c:14]([O:19][CH2:102][c:103]4[o:104][cH:105][cH:106][c:107]4[C:108](=[O:109])[O:110][CH3:111])[cH:15][cH:16][cH:17][cH:18]3)[S:12]2)[cH:6][cH:7]1.